Dataset: the Open Reaction Database (ORD), a public repository of structured organic reaction records. Task: describe an organic reaction: reactants, conditions, products, and yield Starting materials: NC1=C(C=CC=C1)CCNC1CCN(CC1)CC1=CC=CC=C1 ([2-(2-amino-phenyl)-ethyl]-(1-benzyl-piperidin-4-yl)-amine), C(=O)(C=1NC=CN1)C=1NC=CN1 (carbonyl diimidazole). Solvent: O1CCCC1 (tetrahydrofuran). Reaction conditions: temperature 0 celsius, time 30 minute. The product is C(C1=CC=CC=C1)N1CCC(CC1)N1C(NC2=C(CC1)C=CC=C2)=O (3-(1-Benzyl-piperidin-4-yl) 1,3,4,5-tetrahydro-benzo[d][1,3]diazepin-2-one). The yield is 21.0%. Reaction SMILES: [NH2:1][C:2]1[CH:7]=[CH:6][CH:5]=[CH:4][C:3]=1[CH2:8][CH2:9][NH:10][CH:11]1[CH2:16][CH2:15][N:14]([CH2:17][C:18]2[CH:23]=[CH:22][CH:21]=[CH:20][CH:19]=2)[CH2:13][CH2:12]1.[C:24](C1NC=CN=1)(C1NC=CN=1)=[O:25]>O1CCCC1>[CH2:17]([N:14]1[CH2:13][CH2:12][CH:11]([N:10]2[CH2:9][CH2:8][C:3]3[CH:4]=[CH:5][CH:6]=[CH:7][C:2]=3[NH:1][C:24]2=[O:25])[CH2:16][CH2:15]1)[C:18]1[CH:19]=[CH:20][CH:21]=[CH:22][CH:23]=1. Procedure details: A stirred solution of [2-(2-amino-phenyl)-ethyl]-(1-benzyl-piperidin-4-yl)-amine (0.44 g, 1.42 mmol) in tetrahydrofuran (5 mL) at 0° C. was treated with carbonyl diimidazole (0.23 g, 1.42 mmol). The reaction was stirred for 30 min at 0° C. and at reflux for 1 h. After cooling to room temperature, the solvent was evaporated and the residue purified by column to afford 100 mg (21%) of the desired product. LC/MS: tR=1.29 min, 336.34 (MH)+.